This data is from the Open Reaction Database (ORD), a public repository of structured organic reaction records. The task is: describe an organic reaction: reactants, conditions, products, and yield Starting materials: CNC (dimethylamine), BrC=1C(=NN(C1C)C(C(=O)O)CC)C (4-bromo-α-ethyl-3,5-dimethylpyrazole-1-acetic acid), BrC1=NN(C(=C1Br)C)C(C(=O)O)C (3,4-dibromo-α,5-dimethylpyrazole-1-acetic acid), 4-bromo-N,Nα-triethyl-3,5-dimethylpyrazole-1-acetamide. Product: BrC=1C(=NN(C1C)C(C(=O)N(CC)CC)CC)C (4-Bromo-N,N,α-triethyl-3,5-dimethylpyrazole-1-acetamide). Reaction SMILES: CNC.[Br:4][C:5]1[C:6]([CH3:17])=[N:7][N:8]([CH:11]([CH2:15][CH3:16])[C:12]([OH:14])=O)[C:9]=1[CH3:10].BrC1[C:23](Br)=[C:22](C)[N:21]([CH:26](C)[C:27](O)=O)N=1>>[Br:4][C:5]1[C:6]([CH3:17])=[N:7][N:8]([CH:11]([CH2:15][CH3:16])[C:12]([N:21]([CH2:26][CH3:27])[CH2:22][CH3:23])=[O:14])[C:9]=1[CH3:10]. Reported procedure: Following the procedure of Example 1, Part C, but substituting diethylamine for dimethylamine and further substituting the 4-bromo-α-ethyl-3,5-dimethylpyrazole-1-acetic acid prepared in Example 60, Part B, above, for the 3,4-dibromo-α,5-dimethylpyrazole-1-acetic acid, there was prepared the corresponding 4-bromo-N,Nα-triethyl-3,5-dimethylpyrazole-1-acetamide having a melting point at 42° to 44° C. The reactants are BrC=1C=CC=C2C(=C(C=NC12)C(=O)OCC)Cl (ethyl 8-bromo-4-chloroquinoline-3-carboxylate), COC1=CC=C(CN)C=C1 (p-methoxybenzyl amine), CCN(C(C)C)C(C)C (DIPEA). Run in CN(C)C=O (DMF). Run at temperature 120 celsius. Yields the product BrC=1C=CC=C2C(=C(C=NC12)C(=O)OCC)NCC1=CC=C(C=C1)OC (ethyl 8-bromo-4-((4-methoxybenzyl)amino)quinoline-3-carboxylate). The yield is 50.5%. As a reaction SMILES: [Br:1][C:2]1[CH:3]=[CH:4][CH:5]=[C:6]2[C:11]=1[N:10]=[CH:9][C:8]([C:12]([O:14][CH2:15][CH3:16])=[O:13])=[C:7]2Cl.[CH3:18][O:19][C:20]1[CH:27]=[CH:26][C:23]([CH2:24][NH2:25])=[CH:22][CH:21]=1.CCN(C(C)C)C(C)C>CN(C=O)C>[Br:1][C:2]1[CH:3]=[CH:4][CH:5]=[C:6]2[C:11]=1[N:10]=[CH:9][C:8]([C:12]([O:14][CH2:15][CH3:16])=[O:13])=[C:7]2[NH:25][CH2:24][C:23]1[CH:26]=[CH:27][C:20]([O:19][CH3:18])=[CH:21][CH:22]=1. Reported procedure: To a solution of ethyl 8-bromo-4-chloroquinoline-3-carboxylate (1.8 g, 5.72 mmol) in DMF (10 mL) were added p-methoxybenzyl amine (860 mg, 6.27 mmol) and DIPEA (2.22 g, 17.21 mmol) and the reaction mixture was heated at 120° C. for 4 h. Then the reaction mixture was quenched with water and was extracted with EtOAc. The organic layer was washed with brine, separated, dried, filtered and concentrated. The residue was purified by column chromatography to afford 1.2 g of the title product. 1H NMR (3... Isolated yield 90.1%. Reaction conditions: time 17 hour. Starting materials: [Cu]C#N (copper (I) cyanide), BrC1=CC2=C(SC=C2C)C=C1 (5-bromo-3-methyl benzo[b]thiophene). Reported procedure: To copper (I) cyanide (0.569 g, 6.35 mmol) was added 5-bromo-3-methyl benzo[b]thiophene (1.179 g, 5.19 mmol) in N-methylpyrrolidinone (10 ml) and the mixture was stirred at 180°-190° C. for 17 h. This was then partitioned between ether (75 ml) and ammonia solution (75 ml). The ether layer was separated, washed with more ammonia solution (2×50 ml), dried (Na2SO4) and evaporated in vacuo to leave 0.81 g of an off-white solid. Chromatography on flash silica, eluting with 10% ethyl acetate/petroleum... Run in CN1C(CCC1)=O (N-methylpyrrolidinone). Product: C(#N)C1=CC2=C(SC=C2C)C=C1 (5-Cyano-3-methyl benzo[b]thiophene). Reaction SMILES: [Cu][C:2]#[N:3].Br[C:5]1[CH:14]=[CH:13][C:8]2[S:9][CH:10]=[C:11]([CH3:12])[C:7]=2[CH:6]=1>CN1CCCC1=O>[C:2]([C:5]1[CH:14]=[CH:13][C:8]2[S:9][CH:10]=[C:11]([CH3:12])[C:7]=2[CH:6]=1)#[N:3]. Starting materials: CCNC(=O)Nc1cc(C(=O)OC)c(Br)cn1, CO, N. Yields the product CCNC(=O)Nc1cc(C(N)=O)c(Br)cn1. Reaction SMILES: [Br:1][c:2]1[cH:3][n:4][c:5]([NH:12][C:13](=[O:14])[NH:15][CH2:16][CH3:17])[cH:6][c:7]1[C:8](=[O:9])[O:10][CH3:11].[CH3:19][OH:20].[NH3:18]>>[Br:1][c:2]1[cH:3][n:4][c:5]([NH:12][C:13](=[O:14])[NH:15][CH2:16][CH3:17])[cH:6][c:7]1[C:8](=[O:9])[NH2:18]. As a reaction SMILES: [NH:1]1[CH2:9][CH2:8][CH:4]([C:5]([NH2:7])=[O:6])[CH2:3][CH2:2]1.[F:10][C:11]([F:17])([F:16])[CH2:12][CH2:13][CH2:14]I.C(=O)([O-])[O-].[K+].[K+]>>[F:10][C:11]([F:17])([F:16])[CH2:12][CH2:13][CH2:14][N:1]1[CH2:9][CH2:8][CH:4]([C:5]([NH2:7])=[O:6])[CH2:3][CH2:2]1 |f:2.3.4|. Yield: 106.8%. Procedure: Prepared from isonipecotamide (0.422 g, 3.3 mmol), 4,4,4-trifluorobutyliodide (0.82 g, 3.4 mmol) and potassium carbonate (0.47 g, 3.4 mmol) according to the procedure used for Example 8 (Step A) to give 0.84 g of the title compound as a white solid. Reactants: N1CCC(C(=O)N)CC1 (isonipecotamide), FC(CCCI)(F)F (4,4,4-trifluorobutyliodide), C([O-])([O-])=O.[K+].[K+] (potassium carbonate). The product is FC(CCCN1CCC(CC1)C(=O)N)(F)F (1-(4,4,4-Trifluorobutyl)-piperidine-4-carboxamide). The reactants are CC(=O)Oc1ccc(CBr)cc1, CC(=O)N1CCN(c2ccc(OCC3COC(Cn4ccnc4)(c4ccc(Cl)cc4Cl)O3)cc2)CC1, ClC(Cl)Cl. Yields the product [Br-], CC(=O)Oc1ccc(C[n+]2ccn(CC3(c4ccc(Cl)cc4Cl)OCC(COc4ccc(N5CCN(C(C)=O)CC5)cc4)O3)c2)cc1. RXN SMILES: [C:1]([CH3:2])(=[O:3])[O:4][c:5]1[cH:6][cH:7][c:8]([CH2:9][Br:10])[cH:11][cH:12]1.[CH3:13][C:14](=[O:15])[N:16]1[CH2:17][CH2:18][N:19]([c:22]2[cH:23][cH:24][c:25]([O:26][CH2:27][CH:28]3[CH2:29][O:30][C:31]([CH2:32][n:33]4[cH:34][cH:35][n:36][cH:37]4)([c:39]4[cH:40][cH:41][c:42]([Cl:43])[cH:44][c:45]4[Cl:46])[O:38]3)[cH:47][cH:48]2)[CH2:20][CH2:21]1.[Cl:49][CH:50]([Cl:51])[Cl:52]>>[Br-:10].[C:1]([CH3:2])(=[O:3])[O:4][c:5]1[cH:6][cH:7][c:8]([CH2:9][n+:36]2[cH:35][cH:34][n:33]([CH2:32][C:31]3([c:39]4[cH:40][cH:41][c:42]([Cl:43])[cH:44][c:45]4[Cl:46])[O:30][CH2:29][CH:28]([CH2:27][O:26][c:25]4[cH:24][cH:23][c:22]([N:19]5[CH2:18][CH2:17][N:16]([C:14]([CH3:13])=[O:15])[CH2:21][CH2:20]5)[cH:48][cH:47]4)[O:38]3)[cH:37]2)[cH:11][cH:12]1. The reactants are ClC1=C(C(=O)O)C=CC(=C1)C (2-chloro-4-methylbenzoic acid), B.C1CCOC1 (BH3.THF), CCOCC (Et2O), Cl (HCl). Solvent: C1CCOC1 (THF), C1CCOC1 (THF). Reaction conditions: temperature 0 celsius, time 10 minute. The product is ClC1=C(C=CC(=C1)C)CO ((2-chloro-4-methyl-phenyl)-methanol). The yield is 89.8%. RXN SMILES: [Cl:1][C:2]1[CH:10]=[C:9]([CH3:11])[CH:8]=[CH:7][C:3]=1[C:4](O)=[O:5].B.C1COCC1.Cl.CCOCC>C1COCC1>[Cl:1][C:2]1[CH:10]=[C:9]([CH3:11])[CH:8]=[CH:7][C:3]=1[CH2:4][OH:5] |f:1.2|. Reported procedure: as follows: To a solution of 2-chloro-4-methylbenzoic acid (2.18 g; 12.8 mmol) in THF (22 mL) was added dropwise a solution of BH3.THF in THF (25.6 ml; 1.00 mol/l; 25.6 mmol), at 0° C. Upon complete addition the resulting mixture was heated under reflux, for 3 hours. Subsequently, the mixture was cooled to 0° C., 1M aqueous HCl (30 mL) was added dropwise, and the mixture was stirred for 10 min. Et2O (100 mL) was added and the layers were separated. The organic layer was washed with 1M aqueous HC...